This data is from the Open Reaction Database (ORD), a public repository of structured organic reaction records. The task is: describe an organic reaction: reactants, conditions, products, and yield Starting materials: CCn1c2c(c3ccccc31)C1CCC2C(C(=O)O)C1, CCCn1c2c(c3ccccc31)C1CCC2C(C(=O)O)C1, CCOCC, c1ccccc1. Yields the product Cn1c2c(c3ccccc31)C1CCC2C(C(=O)O)C1. RXN SMILES: [CH2:1]([CH3:2])[n:3]1[c:4]2[cH:5][cH:6][cH:7][cH:8][c:9]2[c:10]2[c:15]1[CH:14]1[CH:13]([C:18](=[O:19])[OH:20])[CH2:12][CH:11]2[CH2:17][CH2:16]1.[CH2:21]([n:22]1[c:23]2[c:33]([c:34]3[c:35]1[cH:36][cH:37][cH:38][cH:39]3)[CH:27]1[CH2:26][CH2:25][CH:24]2[CH:29]([C:30]([OH:31])=[O:32])[CH2:28]1)[CH2:40][CH3:41].[CH2:42]([O:43][CH2:44][CH3:45])[CH3:46].[cH:47]1[cH:48][cH:49][cH:50][cH:51][cH:52]1>>[CH3:1][n:3]1[c:4]2[cH:5][cH:6][cH:7][cH:8][c:9]2[c:10]2[c:15]1[CH:14]1[CH:13]([C:18](=[O:19])[OH:20])[CH2:12][CH:11]2[CH2:17][CH2:16]1. Starting materials: CCOc1cc(CN2CCC(N)CC2)ccc1OC, CC(C)Nc1cc(Cl)nc(Cl)n1, [H-], [Na+], CN(C)C=O. The product is CCOc1cc(CN2CCC(Nc3cc(NC(C)C)nc(Cl)n3)CC2)ccc1OC. As a reaction SMILES: [CH2:1]([CH3:2])[O:3][c:4]1[cH:5][c:6]([CH2:7][N:8]2[CH2:9][CH2:10][CH:11]([NH2:14])[CH2:12][CH2:13]2)[cH:15][cH:16][c:17]1[O:18][CH3:19].[Cl:22][c:23]1[n:24][c:25]([Cl:33])[cH:26][c:27]([NH:29][CH:30]([CH3:31])[CH3:32])[n:28]1.[H-:20].[Na+:21].[O:34]=[CH:35][N:36]([CH3:37])[CH3:38]>>[CH2:1]([CH3:2])[O:3][c:4]1[cH:5][c:6]([CH2:7][N:8]2[CH2:9][CH2:10][CH:11]([NH:14][c:25]3[n:24][c:23]([Cl:22])[n:28][c:27]([NH:29][CH:30]([CH3:31])[CH3:32])[cH:26]3)[CH2:12][CH2:13]2)[cH:15][cH:16][c:17]1[O:18][CH3:19]. Starting materials: C1(=CC=CC=C1)CCCN1CCNCC1 (1-(3-phenylpropyl)piperazine), CC=1OC(=CC1C(=O)Cl)C (2,5-dimethyl-3-furoyl chloride). Run in C1=CC=CC=C1 (benzene). Product: Cl.C1(=CC=CC=C1)CCCN1CCN(CC1)C(=O)C1=C(OC(=C1)C)C (1-(3-Phenylpropyl)-4-(2,5-dimethyl-3-furoyl)piperazine hydrochloride). Reaction SMILES: [C:1]1([CH2:7][CH2:8][CH2:9][N:10]2[CH2:15][CH2:14][NH:13][CH2:12][CH2:11]2)[CH:6]=[CH:5][CH:4]=[CH:3][CH:2]=1.[CH3:16][C:17]1[O:18][C:19]([CH3:25])=[CH:20][C:21]=1[C:22]([Cl:24])=[O:23]>C1C=CC=CC=1>[ClH:24].[C:1]1([CH2:7][CH2:8][CH2:9][N:10]2[CH2:11][CH2:12][N:13]([C:22]([C:21]3[CH:20]=[C:19]([CH3:25])[O:18][C:17]=3[CH3:16])=[O:23])[CH2:14][CH2:15]2)[CH:6]=[CH:5][CH:4]=[CH:3][CH:2]=1 |f:3.4|. Procedure: The compound was obtained by following the same process as in Example 1 from a mixture of 1-(3-phenylpropyl)piperazine, 2,5-dimethyl-3-furoyl chloride and benzene. Reactants: 4-pyridylformimidoylglycyl-d-phenylglycine, CC1([C@@H](N2[C@H](S1)[C@@H](C2=O)N)C(=O)O)C (6-aminopenicillanic acid), CN1CCOCC1 (N-methylmorpholine), S(=O)(Cl)Cl (thionyl chloride). Run in CN(C=O)C (dimethylformamide), CN(C=O)C (dimethylformamide), O (water). Run at time 45 minute. The product is CC1([C@@H](N2[C@H](S1)CC2=O)C(=O)O)C (penicillanic acid). Isolated yield 6.5%. As a reaction SMILES: CN1CCOCC1.S(Cl)(Cl)=O.[CH3:12][C:13]1([CH3:25])[S:17][C@@H:16]2[C@H:18](N)[C:19](=[O:20])[N:15]2[C@H:14]1[C:22]([OH:24])=[O:23]>CN(C)C=O.O>[CH3:12][C:13]1([CH3:25])[S:17][C@@H:16]2[CH2:18][C:19](=[O:20])[N:15]2[C@H:14]1[C:22]([OH:24])=[O:23]. Reported procedure: To a slurry of 3.12 g. of 4-pyridylformimidoylglycyl-d-phenylglycine in 40 ml. of dimethylformamide cooled to -20° C. is added 1.0 g. of N-methylmorpholine followed by 1.2 g. of thionyl chloride. The resulting clear solution is stirred for 45 min. at -15° to -20° C., and is subsequently treated with 2.16 g. of 6-aminopenicillanic acid in 20 ml. of water, 10 ml. of dimethylformamide at pH 7.8. After allowing the reaction mixture to stir for 10 min. at -10° C., it is allowed to warm to room temper... Starting materials: [Al+3], COc1cccc(C2(O)CCN(Cc3ccccc3)CC2)c1, [Cl-], [Cl-], [Cl-], [NH4+], [OH-], Oc1ccccc1. Product: COc1cccc(C2(c3ccc(O)cc3)CCN(Cc3ccccc3)CC2)c1. RXN SMILES: [Al+3:31].[CH2:1]([c:2]1[cH:3][cH:4][cH:5][cH:6][cH:7]1)[N:8]1[CH2:9][CH2:10][C:11]([OH:14])([c:15]2[cH:16][c:17]([O:21][CH3:22])[cH:18][cH:19][cH:20]2)[CH2:12][CH2:13]1.[Cl-:30].[Cl-:32].[Cl-:33].[NH4+:35].[OH-:34].[OH:23][c:24]1[cH:25][cH:26][cH:27][cH:28][cH:29]1>>[CH2:1]([c:2]1[cH:3][cH:4][cH:5][cH:6][cH:7]1)[N:8]1[CH2:9][CH2:10][C:11]([c:15]2[cH:16][c:17]([O:21][CH3:22])[cH:18][cH:19][cH:20]2)([c:27]2[cH:26][cH:25][c:24]([OH:23])[cH:29][cH:28]2)[CH2:12][CH2:13]1. Reactants: CCOC(=O)C (EtOAc), FC1=C(C=CC(=C1)F)O (2,4 difluorophenol), [H-].[Na+] (sodium hydride), COC(C1=CC(=NC=C1[N+](=O)[O-])Cl)=O (2-Chloro-5-nitro-isonicotinic acid methyl ester). The solvent is O (water), C1CCOC1 (THF). Run at time 1 hour. The product is COC(C1=CC(=NC=C1[N+](=O)[O-])OC1=C(C=C(C=C1)F)F)=O (2-(2,4-Difluoro-phenoxy)-5-nitro-isonicotinic acid methyl ester). Reaction SMILES: [F:1][C:2]1[CH:7]=[C:6]([F:8])[CH:5]=[CH:4][C:3]=1[OH:9].[H-].[Na+].[CH3:12][O:13][C:14](=[O:25])[C:15]1[C:20]([N+:21]([O-:23])=[O:22])=[CH:19][N:18]=[C:17](Cl)[CH:16]=1.CCOC(C)=O>C1COCC1.O>[CH3:12][O:13][C:14](=[O:25])[C:15]1[C:20]([N+:21]([O-:23])=[O:22])=[CH:19][N:18]=[C:17]([O:9][C:3]2[CH:4]=[CH:5][C:6]([F:8])=[CH:7][C:2]=2[F:1])[CH:16]=1 |f:1.2|. Reported procedure: To 2,4 difluorophenol (Aldrich Chemical Co.) (2.68 mL, 1.1 eq) in THF (60 mL) at 0° C. was added sodium hydride (60% in oil) (1.123 g, 1.1 eq), and the resulting mixture was stirred from 0° C. to room temperature over 1 hour. This solution was then added to compound (1A) (5.79 g, 26.7 mmol), and the resulting mixture was heated at reflux for 2 hours. TLC analysis confirmed that the reaction was complete, and the mixture was cooled to room temperature. EtOAc (300 mL) and water (100 mL) were added...